This data is from the Open Reaction Database (ORD), a public repository of structured organic reaction records. The task is: describe an organic reaction: reactants, conditions, products, and yield Reactants: O (water), C(=O)([O-])[O-].[K+].[K+] (K2CO3), ClC1=NC2=CC=CC=C2C=C1 (2-Chloroquinoline), COC=1C=C(C=CC1)B(O)O (3-methoxyphenylboronic acid). The reagents and catalysts are C1(=CC=CC=C1)P(C1=CC=CC=C1)C1=CC=CC=C1 (triphenylphosphine), C(C)(=O)[O-].[Pd+2].C(C)(=O)[O-] (palladium(II) acetate). The solvent is C(C)(=O)OCC (ethyl acetate), COCCOC (ethylene glycol dimethyl ether). Yields the product COC=1C=C(C=CC1)C1=NC2=CC=CC=C2C=C1 (2-(3-methoxyphenyl)quinoline). Yield: 102.1%. Reaction SMILES: Cl[C:2]1[CH:11]=[CH:10][C:9]2[C:4](=[CH:5][CH:6]=[CH:7][CH:8]=2)[N:3]=1.[CH3:12][O:13][C:14]1[CH:15]=[C:16](B(O)O)[CH:17]=[CH:18][CH:19]=1.O.C([O-])([O-])=O.[K+].[K+]>COCCOC.C([O-])(=O)C.[Pd+2].C([O-])(=O)C.C1(P(C2C=CC=CC=2)C2C=CC=CC=2)C=CC=CC=1.C(OCC)(=O)C>[CH3:12][O:13][C:14]1[CH:19]=[C:18]([C:2]2[CH:11]=[CH:10][C:9]3[C:4](=[CH:5][CH:6]=[CH:7][CH:8]=3)[N:3]=2)[CH:17]=[CH:16][CH:15]=1 |f:3.4.5,7.8.9|. Procedure: 2-Chloroquinoline (5.38 g, 32.9 mmol), and 3-methoxyphenylboronic acid (6.0 g, 39.5 mmol) were dissolved in 130 mL of ethylene glycol dimethyl ether. To the solution was added 44 mL of water of a 2M K2CO3 solution followed by triphenylphosphine (0.86, g 3.29 mmol) and palladium(II) acetate (0.184 g, 0.82 mmol,). The reaction mixture was stirred at reflux under N2 atmosphere overnight. The reaction mixture was cooled and the aqueous layer discarded. An additional 200 mL of ethyl acetate was added...